Dataset: the Open Reaction Database (ORD), a public repository of structured organic reaction records. Task: describe an organic reaction: reactants, conditions, products, and yield Starting materials: FC1=C(N=C(CC(=O)OCC)OCC)C=CC(=C1F)F (2,3,4-trifluoro-N-[1-ethoxy-2-(ethoxycarbonyl)ethylidene]aniline), C(C)O (ethanol). The solvent is C1(=CC=CC=C1)OC1=CC=CC=C1 (phenyl ether), C1(=CC=CC=C1)OC1=CC=CC=C1 (phenyl ether). Run at temperature 20 celsius, time 15 minute. Yields the product C(C)OC1=NC2=C(C(=C(C=C2C(=C1)O)F)F)F (2-Ethoxy-6,7,8-trifluoro-4-hydroxyquinoline). Isolated yield 67.8%. Reaction SMILES: [F:1][C:2]1[C:18]([F:19])=[C:17]([F:20])[CH:16]=[CH:15][C:3]=1[N:4]=[C:5]([O:12][CH2:13][CH3:14])[CH2:6][C:7]([O:9]CC)=O.C(O)C>C1(OC2C=CC=CC=2)C=CC=CC=1>[CH2:13]([O:12][C:5]1[CH:6]=[C:7]([OH:9])[C:15]2[C:3](=[C:2]([F:1])[C:18]([F:19])=[C:17]([F:20])[CH:16]=2)[N:4]=1)[CH3:14]. Reported procedure: A solution of 2,3,4-trifluoro-N-[1-ethoxy-2-(ethoxycarbonyl)ethylidene]aniline (122 g) in phenyl ether (120 cc) is introduced dropwise in the course of 25 minutes and with stirring into phenyl ether (600 cc) at a temperature in the region of 250° C. while the ethanol formed is removed by distillation. After stirring for 15 minutes at the same temperature, the solution is cooled to approximately 20° C. and treated with n-hexane (750 cc). The precipitate formed is drained and washed with n-hexane ...